From a dataset of the Open Reaction Database (ORD), a public repository of structured organic reaction records. describe an organic reaction: reactants, conditions, products, and yield The reactants are N=1C(=NN2C1C=CC=C2)CO ([1,2,4]Triazolo[1,5-a]pyridin-2-ylmethanol). The reagents and catalysts are [Pd] (palladium on carbon). Run in C(C)O (ethanol). Yields the product N=1C(=NN2C1CCCC2)CO ((5,6,7,8-tetrahydro-[1,2,4]triazolo[1,5-a]pyridin-2-yl)methanol). Reaction SMILES: [N:1]1[C:2]([CH2:10][OH:11])=[N:3][N:4]2[CH:9]=[CH:8][CH:7]=[CH:6][C:5]=12>C(O)C.[Pd]>[N:1]1[C:2]([CH2:10][OH:11])=[N:3][N:4]2[CH2:9][CH2:8][CH2:7][CH2:6][C:5]=12. Procedure details: [1,2,4]Triazolo[1,5-a]pyridin-2-ylmethanol (prepared as described in Example 82, step a)) (150 mg, 1.0 mmol) in ethanol (10 ml) was hydrogenated on a Parr apparatus at 50 psi over 10% palladium on carbon (150 mg) overnight. The catalyst was separated by filtration, then the filtrate was concentrated in vacuo to yield (5,6,7,8-tetrahydro-[1,2,4]triazolo[1,5-a]pyridin-2-yl)methanol as a white solid (153 mg). Data for the title compound: 1H NMR (360 MHz, CDCl3) δ 1.97 (2H, m), 2.07 (2H, m), 2.90 (2... The reactants are FC1=CC2=C(C(=NO2)C2CCN(CC2)CCN2C(N(CC2)C2=CC=CC=C2)=O)C=C1 (1-{2-[4-(6-Fluoro-1,2-benzisoxazol-3-yl)piperid-1-yl]ethyl}-3-phenylimidazolidin-2-one), C(C)OC1=C(C=CC=C1)N=C=O (2-ethoxyphenyl isocyanate), Cl (hydrochloride). Yields the product FC1=CC2=C(C(=NO2)C2CCN(CC2)CCN2C(N(CC2)C2=C(C=CC=C2)OCC)=O)C=C1 (1-{2-[4-(6-Fluoro-1,2-benzisoxazol-3-yl)piperid-1-yl]ethyl}-3-(2-ethoxyphenyl)imidazolidin-2-one). RXN SMILES: [F:1][C:2]1[CH:30]=[CH:29][C:5]2[C:6]([CH:9]3[CH2:14][CH2:13][N:12]([CH2:15][CH2:16][N:17]4[CH2:21][CH2:20][N:19]([C:22]5[CH:27]=[CH:26][CH:25]=[CH:24][CH:23]=5)[C:18]4=[O:28])[CH2:11][CH2:10]3)=[N:7][O:8][C:4]=2[CH:3]=1.[CH2:31]([O:33]C1C=CC=CC=1N=C=O)[CH3:32].Cl>>[F:1][C:2]1[CH:30]=[CH:29][C:5]2[C:6]([CH:9]3[CH2:14][CH2:13][N:12]([CH2:15][CH2:16][N:17]4[CH2:21][CH2:20][N:19]([C:22]5[CH:27]=[CH:26][CH:25]=[CH:24][C:23]=5[O:33][CH2:31][CH3:32])[C:18]4=[O:28])[CH2:11][CH2:10]3)=[N:7][O:8][C:4]=2[CH:3]=1. Procedure: This product is obtained in the same manner as the compound of Example 5, but with replacement of the phenyl isocyanate by 2-ethoxyphenyl isocyanate in Step 1 of the synthesis. The hydrochloride of the title compound melts at 214°-218° C.